This data is from the Open Reaction Database (ORD), a public repository of structured organic reaction records. The task is: describe an organic reaction: reactants, conditions, products, and yield The reactants are C(=O)(OC(C)(C)C)N[C@@H](C(C)C)C(=O)NC(CC1=CC=CC=C1)C(C(CC1=CC=CC=C1)NC([C@@H](NC(=O)OCC1=CC=CC=C1)C(C)C)=O)O (2-(Boc-valinyl-amino)-4-(Cbz-valinyl-amino)-1,5-diphenyl-3-hydroxypentane). Solvent: C(Cl)(Cl)Cl (chloroform). The product is C(=O)(OCC1=CC=CC=C1)N[C@@H](C(C)C)C(=O)NC(C(C(CC1=CC=CC=C1)NC([C@@H](N)C(C)C)=O)O)CC1=CC=CC=C1 (4-(Cbz-valinyl-amino)-2-(valinyl-amino)-1,5-diphenyl-3-hydroxypentane). Yield: 89.0%. As a reaction SMILES: C([NH:8][C@H:9]([C:13]([NH:15][CH:16]([CH:24]([OH:51])[CH:25]([NH:33][C:34](=[O:50])[C@H:35]([CH:47]([CH3:49])[CH3:48])[NH:36][C:37]([O:39][CH2:40][C:41]1[CH:46]=[CH:45][CH:44]=[CH:43][CH:42]=1)=[O:38])[CH2:26][C:27]1[CH:32]=[CH:31][CH:30]=[CH:29][CH:28]=1)[CH2:17][C:18]1[CH:23]=[CH:22][CH:21]=[CH:20][CH:19]=1)=[O:14])[CH:10]([CH3:12])[CH3:11])(OC(C)(C)C)=O>C(Cl)(Cl)Cl>[C:37]([NH:36][C@H:35]([C:34]([NH:33][CH:25]([CH2:26][C:27]1[CH:32]=[CH:31][CH:30]=[CH:29][CH:28]=1)[CH:24]([OH:51])[CH:16]([NH:15][C:13](=[O:14])[C@H:9]([CH:10]([CH3:12])[CH3:11])[NH2:8])[CH2:17][C:18]1[CH:23]=[CH:22][CH:21]=[CH:20][CH:19]=1)=[O:50])[CH:47]([CH3:49])[CH3:48])([O:39][CH2:40][C:41]1[CH:42]=[CH:43][CH:44]=[CH:45][CH:46]=1)=[O:38]. Procedure: Using the procedure of Example 12 with the resultant compound of Example 239 provided a crude hydrochloride salt which was partitioned between chloroform and aqueous NaHCO3, dried over Na2SO4, and concentrated. Chromatography of the residue on silica gel using 3% methanol in chloroform provided in 89% yield the desired compound (Rf 0.5, 10% methanol in chloroform) as a white solid, m.p. 126°-127° C. Mass spectrum: (M+H)+ =603. Reactants: CC(Cl)c1cccnc1, CC(C)=C[C@H]1[C@@H](CN)C1(C)C. Reagents/catalysts: O=C([O-])[O-].[Cs+].[Cs+] (cesium carbonate), [I-].[K+] (potassium iodide). Solvent: CN(C)C=O (DMF), CN(C)C=O (dmf), CN(C)C=O (DMF). Run at temperature 70 celsius, time 16 hour. The product is CC(C)=C[C@H]1[C@@H](CNC(C)c2cccnc2)C1(C)C. Reactants: FC(C(=O)O)(F)F (Trifluoroacetic acid), C1(=CC=CC=C1)C=1SC=C(N1)C(=O)N1CCOC2(C1)CCN(CC2)C(=O)OC(C)(C)C (tert-butyl 4-(2-phenylthiazole-4-carbonyl)-1-oxa-4,9-diazaspiro[5.5]undecane-9-carboxylate), C1(=CC=CC=C1)C (Toluene). Run in C(Cl)Cl (DCM). Conditions: time 1 hour. The product is C1(=CC=CC=C1)C=1SC=C(N1)C(=O)N1CCOC2(C1)CCNCC2 ((2-Phenylthiazol-4-yl)(1-oxa-4,9-diazaspiro[5.5]undecan-4-yl)methanone). RXN SMILES: FC(F)(F)C(O)=O.[C:8]1([C:14]2[S:15][CH:16]=[C:17]([C:19]([N:21]3[CH2:26][C:25]4([CH2:31][CH2:30][N:29](C(OC(C)(C)C)=O)[CH2:28][CH2:27]4)[O:24][CH2:23][CH2:22]3)=[O:20])[N:18]=2)[CH:13]=[CH:12][CH:11]=[CH:10][CH:9]=1.C1(C)C=CC=CC=1>C(Cl)Cl>[C:8]1([C:14]2[S:15][CH:16]=[C:17]([C:19]([N:21]3[CH2:26][C:25]4([CH2:31][CH2:30][NH:29][CH2:28][CH2:27]4)[O:24][CH2:23][CH2:22]3)=[O:20])[N:18]=2)[CH:9]=[CH:10][CH:11]=[CH:12][CH:13]=1. Procedure: Trifluoroacetic acid (3.8 mL) was added to a solution of tert-butyl 4-(2-phenylthiazole-4-carbonyl)-1-oxa-4,9-diazaspiro[5.5]undecane-9-carboxylate (example 112, step a) (0.85 mg) in DCM (15.2 mL). The resulting mixture was stirred at RT for 1 h. Toluene (30 mL) was added and the mixture was evaporated in vacuo. The yellow residue was dissolved in MeOH and applied to a SCX cartridge pre-wetted with MeOH. The cartridge was washed with MeOH and eluted with 2M ammonia in MeOH. The eluent was evapor... The reactants are N(=NC(=O)OCC)C(=O)OCC (diethyl azodicarboxylate), C(C1=CC=CC=C1)=NOCCO (2-(benzylideneaminooxy)ethanol), OC1=CC=C(CC2C(N(C(S2)=O)C(C2=CC=CC=C2)(C2=CC=CC=C2)C2=CC=CC=C2)=O)C=C1 (5-(4-hydroxybenzyl)-3-tritylthiazolidine-2,4-dione), C1(=CC=CC=C1)P(C1=CC=CC=C1)C1=CC=CC=C1 (triphenylphosphine). The solvent is O1CCCC1 (tetrahydrofuran), O1CCCC1 (tetrahydrofuran). Conditions: time 16 hour. The product is C(C1=CC=CC=C1)=NOCCOC1=CC=C(CC2C(N(C(S2)=O)C(C2=CC=CC=C2)(C2=CC=CC=C2)C2=CC=CC=C2)=O)C=C1 (5-[4-(2-Benzylideneaminooxyethoxy)benzyl]-3-tritylthiazolidine-2,4-dione). Yield: 40.3%. As a reaction SMILES: N(C(OCC)=O)=NC(OCC)=O.[CH:13](=[N:20][O:21][CH2:22][CH2:23][OH:24])[C:14]1[CH:19]=[CH:18][CH:17]=[CH:16][CH:15]=1.O[C:26]1[CH:58]=[CH:57][C:29]([CH2:30][CH:31]2[S:35][C:34](=[O:36])[N:33]([C:37]([C:50]3[CH:55]=[CH:54][CH:53]=[CH:52][CH:51]=3)([C:44]3[CH:49]=[CH:48][CH:47]=[CH:46][CH:45]=3)[C:38]3[CH:43]=[CH:42][CH:41]=[CH:40][CH:39]=3)[C:32]2=[O:56])=[CH:28][CH:27]=1.C1(P(C2C=CC=CC=2)C2C=CC=CC=2)C=CC=CC=1>O1CCCC1>[CH:13](=[N:20][O:21][CH2:22][CH2:23][O:24][C:26]1[CH:58]=[CH:57][C:29]([CH2:30][CH:31]2[S:35][C:34](=[O:36])[N:33]([C:37]([C:50]3[CH:55]=[CH:54][CH:53]=[CH:52][CH:51]=3)([C:44]3[CH:45]=[CH:46][CH:47]=[CH:48][CH:49]=3)[C:38]3[CH:43]=[CH:42][CH:41]=[CH:40][CH:39]=3)[C:32]2=[O:56])=[CH:28][CH:27]=1)[C:14]1[CH:19]=[CH:18][CH:17]=[CH:16][CH:15]=1. Reported procedure: A solution of 450 mg of diethyl azodicarboxylate in 4 ml of tetrahydrofuran was added dropwise at room temperature to a solution of 383 mg of 2-(benzylideneaminooxy)ethanol (prepared as described in Preparation 1), 1.00 g of 5-(4-hydroxybenzyl)-3-tritylthiazolidine-2,4-dione and 629 mg of triphenylphosphine in 10 ml of tetrahydrofuran, and the resulting mixture was stirred at room temperature for 16 hours. At the end of this time, the reaction product was purified by column chromatography throug... Starting materials: CN, O=C(O)C1CC(=O)N(c2ccc(OCc3cccc(F)c3)cc2F)C1. The product is CNC(=O)C1CC(=O)N(c2ccc(OCc3cccc(F)c3)cc2F)C1. Reaction SMILES: [CH3:26][NH2:27].[F:1][c:2]1[c:3]([N:17]2[CH2:18][CH:19]([C:23](=[O:24])[OH:25])[CH2:20][C:21]2=[O:22])[cH:4][cH:5][c:6]([O:8][CH2:9][c:10]2[cH:11][c:12]([F:16])[cH:13][cH:14][cH:15]2)[cH:7]1>>[F:1][c:2]1[c:3]([N:17]2[CH2:18][CH:19]([C:23](=[O:25])[NH:27][CH3:26])[CH2:20][C:21]2=[O:22])[cH:4][cH:5][c:6]([O:8][CH2:9][c:10]2[cH:11][c:12]([F:16])[cH:13][cH:14][cH:15]2)[cH:7]1. Reactants: CC(CC=O)CCC=C(C)C (3,7-Dimethyloct-6-enal), Cl.NO (hydroxylamine hydrochloride), C([O-])([O-])=O.[Na+].[Na+] (sodium carbonate). The solvent is O (water), O (water). Product: CC(CC=NO)CCC=C(C)C (3,7-dimethyloct-6-enal oxime). As a reaction SMILES: [CH3:1][CH:2]([CH2:6][CH2:7][CH:8]=[C:9]([CH3:11])[CH3:10])[CH2:3][CH:4]=O.Cl.[NH2:13][OH:14].C(=O)([O-])[O-].[Na+].[Na+]>O>[CH3:1][CH:2]([CH2:6][CH2:7][CH:8]=[C:9]([CH3:11])[CH3:10])[CH2:3][CH:4]=[N:13][OH:14] |f:1.2,3.4.5|. Procedure details: 3,7-Dimethyloct-6-enal (15.4 g) in 50 ml ethyl alchohol was added to a solution of hydroxylamine hydrochloride (7 g) and sodium carbonate (5 g) in 25 ml of water. The mixture was heated on the steambath for 15 minutes and then allowed to cool. Addition of an excess of water yielded 3,7-dimethyloct-6-enal oxime as an oil. The oil was extracted with ether and the organic layer dried and evaporated. The residue was added dropwise to a solution of lithium aluminum hydride (3.8 g) in 380 ml anhydrous... The reactants are CC1CCCC2=C(C=CC=C12)C (1,5-dimethyltetraline), CC1CCCC2=CC(=CC=C12)C (1,6-dimethyltetraline). The reagents and catalysts are platinum alumina. Product: CC1=CC=CC2=C(C=CC=C12)C (1,5-dimethylnaphthalene), CC1=CC=CC2=CC(=CC=C12)C (1,6-dimethylnaphthalene). RXN SMILES: [CH3:1][CH:2]1[C:11]2[C:6](=[C:7]([CH3:12])[CH:8]=[CH:9][CH:10]=2)[CH2:5][CH2:4][CH2:3]1.[CH3:13][CH:14]1[C:23]2[C:18](=[CH:19][C:20]([CH3:24])=[CH:21][CH:22]=2)[CH2:17][CH2:16][CH2:15]1>>[CH3:12][C:7]1[C:6]2[C:11](=[C:2]([CH3:1])[CH:3]=[CH:4][CH:5]=2)[CH:10]=[CH:9][CH:8]=1.[CH3:13][C:14]1[C:23]2[C:18](=[CH:19][C:20]([CH3:24])=[CH:21][CH:22]=2)[CH:17]=[CH:16][CH:15]=1. Procedure: For example, in the case where 1,5-dimethyltetraline and/or 1,6-dimethyltetraline are/is reacted in a gas phase using a platinum-alumina catalyst to obtain 1,5-dimethylnaphthalene and/or 1,6-dimethylnaphthalene can be prepared efficiently by setting up the catalyst calcination temperature to 300° to 400° C., the catalyst reduction temperature to 400° to 500° C., and the reaction temperature to 350° to 450° C.; or the catalyst calcination temperature to 400° to 500° C., the catalyst reduction tem... As a reaction SMILES: [CH2:1]([CH2:2][CH3:3])[c:4]1[n:5][c:6]([NH:19][CH2:20][C:21](=[O:22])[O:23][CH3:24])[s:7][c:8]1[CH2:9][c:10]1[cH:11][cH:12][c:13]([N+:16]([O-:17])=[O:18])[cH:14][cH:15]1.[CH3:25][OH:26]>>[CH2:1]([CH2:2][CH3:3])[c:4]1[n:5][c:6]([NH:19][CH2:20][C:21](=[O:22])[O:23][CH3:24])[s:7][c:8]1[CH2:9][c:10]1[cH:11][cH:12][c:13]([NH2:16])[cH:14][cH:15]1. Product: CCCc1nc(NCC(=O)OC)sc1Cc1ccc(N)cc1. The reactants are CCCc1nc(NCC(=O)OC)sc1Cc1ccc([N+](=O)[O-])cc1, CO. The reactants are ClC=1C(=CC(NC1)=O)O (5-chloro-4-hydroxy-2-pyridone), C(C1=CC=CC=C1)OC1=CC=C(C(=O)Cl)C=C1 (4-benzyloxybenzoyl chloride). Run in N1=CC=CC=C1 (pyridine). Yields the product C(C1=CC=CC=C1)OC1=CC=C(C(=O)OC2=CC(NC=C2Cl)=O)C=C1 (4-(4-benzyloxybenzoyloxy)-5-chloro-2-pyridone). Yield: 10.5%. RXN SMILES: [Cl:1][C:2]1[C:3]([OH:9])=[CH:4][C:5](=[O:8])[NH:6][CH:7]=1.[CH2:10]([O:17][C:18]1[CH:26]=[CH:25][C:21]([C:22](Cl)=[O:23])=[CH:20][CH:19]=1)[C:11]1[CH:16]=[CH:15][CH:14]=[CH:13][CH:12]=1>N1C=CC=CC=1>[CH2:10]([O:17][C:18]1[CH:19]=[CH:20][C:21]([C:22]([O:9][C:3]2[C:2]([Cl:1])=[CH:7][NH:6][C:5](=[O:8])[CH:4]=2)=[O:23])=[CH:25][CH:26]=1)[C:11]1[CH:12]=[CH:13][CH:14]=[CH:15][CH:16]=1. Procedure: A 3.00 g quantity of 5-chloro-4-hydroxy-2-pyridone was suspended in 100 ml of pyridine. To the suspension was added 5.59 g of 4-benzyloxybenzoyl chloride with stirring at room temperature. The reaction mixture was stirred at 90° C. for 1.5 hours. The solvent was distilled off and ethyl acetate was added to the residue. The mixture was stirred at room temperature overnight. The ethyl acetate layer was concentrated and the residue was subjected to silica gel column chromatography using as an eluen...